This data is from the Open Reaction Database (ORD), a public repository of structured organic reaction records. The task is: describe an organic reaction: reactants, conditions, products, and yield Starting materials: O=C([O-])O, CCN(CC)S(F)(F)F, ClCCl, [Na+], O=C1c2ccccc2C(=O)N1C(CO)Cc1ccccc1. The product is O=C1c2ccccc2C(=O)N1C(CF)Cc1ccccc1. RXN SMILES: [C:31](=[O:32])([OH:33])[O-:34].[CH2:22]([N:23]([S:24]([F:25])([F:26])[F:28])[CH2:27][CH3:29])[CH3:30].[CH2:36]([Cl:37])[Cl:38].[Na+:35].[OH:1][CH2:2][CH:3]([CH2:4][c:5]1[cH:6][cH:7][cH:8][cH:9][cH:10]1)[N:11]1[C:12](=[O:21])[c:13]2[cH:14][cH:15][cH:16][cH:17][c:18]2[C:19]1=[O:20]>>[CH2:2]([CH:3]([CH2:4][c:5]1[cH:6][cH:7][cH:8][cH:9][cH:10]1)[N:11]1[C:12](=[O:21])[c:13]2[cH:14][cH:15][cH:16][cH:17][c:18]2[C:19]1=[O:20])[F:28].